This data is from the Open Reaction Database (ORD), a public repository of structured organic reaction records. The task is: describe an organic reaction: reactants, conditions, products, and yield The reactants are OC=1C=2C3=C(NC2C=CC1)C(=CC(=N3)C3=CC=CC=C3)C(=O)OC (methyl 9-hydroxy-2-phenyl-5H-pyrido[3,2-b]indole-4-carboxylate), N (NH3). The solvent is CO (MeOH). Run at temperature 80 celsius. Product: OC=1C=2C3=C(NC2C=CC1)C(=CC(=N3)C3=CC=CC=C3)C(=O)N (9-hydroxy-2-phenyl-5H-pyrido[3,2-b]indole-4-carboxamide). The yield is 58.0%. As a reaction SMILES: [OH:1][C:2]1[C:3]2[C:4]3[N:14]=[C:13]([C:15]4[CH:20]=[CH:19][CH:18]=[CH:17][CH:16]=4)[CH:12]=[C:11]([C:21]([O:23]C)=O)[C:5]=3[NH:6][C:7]=2[CH:8]=[CH:9][CH:10]=1.[NH3:25]>CO>[OH:1][C:2]1[C:3]2[C:4]3[N:14]=[C:13]([C:15]4[CH:20]=[CH:19][CH:18]=[CH:17][CH:16]=4)[CH:12]=[C:11]([C:21]([NH2:25])=[O:23])[C:5]=3[NH:6][C:7]=2[CH:8]=[CH:9][CH:10]=1. Reported procedure: A mixture of methyl 9-(benzyloxy)-2-phenyl-5H-pyrido[3,2-b]indole-4-carboxylate (1.28 g, 3.13 mmol), 10% Pd on carbon (0.567 g, 0.533 mmol) and ammonium formate (0.988 g, 15.7 mmol) in EtOH (8 mL) was heated at reflux for 1 hr. This was filtered and the solvent was removed from the filtrate to leave methyl 9-hydroxy-2-phenyl-5H-pyrido[3,2-b]indole-4-carboxylate (1.10 g) which was carried on. A suspension of methyl 9-hydroxy-2-phenyl-5H-pyrido[3,2-b]indole-4-carboxylate (1.1 g, 3.11 mmol) in 7 N ... The reactants are NC1=C(C(=O)O)C=C(C=C1)C (2-amino-5-methyl-benzoic acid), [H][H] (hydrogen). Reagents/catalysts: [Ru].C (ruthenium charcoal). Conditions: time 14 hour. Procedure: 50 g (0.33 mol) of 2-amino-5-methyl-benzoic acid, dissolved in 100 ml of tetrahydrofuran, are hydrogenated for 14 hours at 200° C. and 200 bar hydrogen in the presence of 5 g of ruthenium/charcoal. After cooling and evaporation, 30 g o f 2-carboxy-4-methyl-cyclohexan-1-yl -amine are obtained as a pale oil. RXN SMILES: [NH2:1][C:2]1[CH:10]=[CH:9][C:8]([CH3:11])=[CH:7][C:3]=1[C:4]([OH:6])=[O:5].[H][H]>O1CCCC1.[Ru].C>[C:4]([CH:3]1[CH2:7][CH:8]([CH3:11])[CH2:9][CH2:10][CH:2]1[NH2:1])([OH:6])=[O:5] |f:3.4|. Product: C(=O)(O)C1C(CCC(C1)C)N (2-Carboxy-4-methylcyclohexan-1-yl-amine). The solvent is O1CCCC1 (tetrahydrofuran). Starting materials: CC(C(=O)NN)(C)C (2,2-Dimethyl-propionic acid hydrazide), C(C)(C)N(CC)C(C)C (Diisopropylethylamine), ClC1=NC(=C2N=CN(C2=N1)[C@@H]1O[C@@H]([C@@H]2[C@H]1OC(O2)(C)C)C(=O)O)NC2CCOCC2 ((3aS,4S,6R,6aR)-6-[2-chloro-6-(tetrahydro-pyran-4-ylamino)-purin-9-yl]-2,2-dimethyl-tetrahydro-furo[3,4-d][1,3]dioxole-4-carboxylic acid), C(C(C)(C)C)(=O)Cl (pivaloyl chloride). Solvent: O1CCCC1 (tetrahydrofuran), O1CCCC1 (tetrahydrofuran). Conditions: temperature 0 celsius, time 2.5 hour. The product is CC(C(=O)NNC(=O)[C@H]1O[C@H]([C@@H]2OC(O[C@@H]21)(C)C)N2C1=NC(=NC(=C1N=C2)NC2CCOCC2)Cl)(C)C ((3aS,4S,6R,6aR)-6-[2-Chloro-6-(tetrahydro-pyran4-ylamino)-purin-9-yl]-2,2-dimethyl-tetrahydro-furo[3,4-d][1,3]dioxole-4-carboxylic Acid N′-(2,2-dimethyl-propionyl)-hydrazide). RXN SMILES: C(N(C(C)C)CC)(C)C.[Cl:10][C:11]1[N:19]=[C:18]2[C:14]([N:15]=[CH:16][N:17]2[C@H:20]2[C@@H:24]3[O:25][C:26]([CH3:29])([CH3:28])[O:27][C@@H:23]3[C@@H:22]([C:30](O)=[O:31])[O:21]2)=[C:13]([NH:33][CH:34]2[CH2:39][CH2:38][O:37][CH2:36][CH2:35]2)[N:12]=1.C(Cl)(=O)C(C)(C)C.[CH3:47][C:48]([CH3:54])([CH3:53])[C:49]([NH:51][NH2:52])=[O:50]>O1CCCC1>[CH3:47][C:48]([CH3:54])([CH3:53])[C:49]([NH:51][NH:52][C:30]([C@@H:22]1[C@@H:23]2[C@@H:24]([O:25][C:26]([CH3:28])([CH3:29])[O:27]2)[C@H:20]([N:17]2[CH:16]=[N:15][C:14]3[C:18]2=[N:19][C:11]([Cl:10])=[N:12][C:13]=3[NH:33][CH:34]2[CH2:39][CH2:38][O:37][CH2:36][CH2:35]2)[O:21]1)=[O:31])=[O:50]. Reported procedure: Diisopropylethylamine (0.487 ml) was added to a stirred solution of (3aS,4S,6R,6aR)-6-[2-chloro-6-(tetrahydro-pyran-4-ylamino)-purin-9-yl]-2,2-dimethyl-tetrahydro-furo[3,4-d][1,3]dioxole-4-carboxylic acid (350 mg) in dry tetrahydrofuran (8 ml) at 0° C. under nitrogen. After 5 min pivaloyl chloride (0.098 ml) was added and the mixture was stirred at 0° C. for 2.5 h. 2,2-Dimethyl-propionic acid hydrazide was added in tetrahydrofuran (2 ml) at 0°, and stirring was continued at 0-22° C. overnight. T... The reactants are C, CS(=O)(=O)Oc1ccc(N(Cc2ccc(OCc3ccccc3)cc2)S(C)(=O)=O)cc1, [H][H], C1COCCO1, [Pd]. The product is CS(=O)(=O)Oc1ccc(N(Cc2ccc(O)cc2)S(C)(=O)=O)cc1. Reaction SMILES: [C:34].[CH3:1][S:2](=[O:3])(=[O:4])[O:5][c:6]1[cH:7][cH:8][c:9]([N:12]([S:13](=[O:14])(=[O:15])[CH3:16])[CH2:17][c:18]2[cH:19][cH:20][c:21]([O:24][CH2:25][c:26]3[cH:27][cH:28][cH:29][cH:30][cH:31]3)[cH:22][cH:23]2)[cH:10][cH:11]1.[H:32][H:33].[O:36]1[CH2:37][CH2:38][O:39][CH2:40][CH2:41]1.[Pd:35]>>[CH3:1][S:2](=[O:3])(=[O:4])[O:5][c:6]1[cH:7][cH:8][c:9]([N:12]([S:13](=[O:14])(=[O:15])[CH3:16])[CH2:17][c:18]2[cH:19][cH:20][c:21]([OH:24])[cH:22][cH:23]2)[cH:10][cH:11]1. The reactants are CC(C)(C)OC(N)=O, O=C([O-])[O-], CC(C)(C)OC(=O)N(Cc1cc2c(cn1)OCCO2)C1CCN(CCn2c(=O)cnc3ccc(Cl)nc32)CC1, [Cs+], [Cs+], C1COCCO1, CC1(C)c2cccc(P(c3ccccc3)c3ccccc3)c2Oc2c(P(c3ccccc3)c3ccccc3)cccc21. Product: CC(C)(C)OC(=O)Nc1ccc2ncc(=O)n(CCN3CCC(N(Cc4cc5c(cn4)OCCO5)C(=O)OC(C)(C)C)CC3)c2n1. Reaction SMILES: [C:40]([NH2:41])([O:42][C:43]([CH3:44])([CH3:45])[CH3:46])=[O:47].[C:48](=[O:49])([O-:50])[O-:51].[Cl:1][c:2]1[cH:3][cH:4][c:5]2[c:6]([n:7]([CH2:12][CH2:13][N:14]3[CH2:15][CH2:16][CH:17]([N:20]([C:21]([O:22][C:23]([CH3:24])([CH3:25])[CH3:26])=[O:27])[CH2:28][c:29]4[cH:30][c:31]5[c:32]([cH:33][n:34]4)[O:35][CH2:36][CH2:37][O:38]5)[CH2:18][CH2:19]3)[c:8](=[O:11])[cH:9][n:10]2)[n:39]1.[Cs+:52].[Cs+:53].[O:96]1[CH2:97][CH2:98][O:99][CH2:100][CH2:101]1.[c:54]1([P:55]([c:56]2[cH:57][cH:58][cH:59][cH:60][cH:61]2)[c:62]2[c:63]3[c:87]([cH:88][cH:89][cH:90]2)[C:84]([CH3:85])([CH3:86])[c:66]2[c:65]([c:70]([P:71]([c:72]4[cH:73][cH:74][cH:75][cH:76][cH:77]4)[c:78]4[cH:79][cH:80][cH:81][cH:82][cH:83]4)[cH:69][cH:68][cH:67]2)[O:64]3)[cH:91][cH:92][cH:93][cH:94][cH:95]1>>[c:2]1([NH:41][C:40]([O:42][C:43]([CH3:44])([CH3:45])[CH3:46])=[O:47])[cH:3][cH:4][c:5]2[c:6]([n:7]([CH2:12][CH2:13][N:14]3[CH2:15][CH2:16][CH:17]([N:20]([C:21]([O:22][C:23]([CH3:24])([CH3:25])[CH3:26])=[O:27])[CH2:28][c:29]4[cH:30][c:31]5[c:32]([cH:33][n:34]4)[O:35][CH2:36][CH2:37][O:38]5)[CH2:18][CH2:19]3)[c:8](=[O:11])[cH:9][n:10]2)[n:39]1. The reactants are Cl.C(C)OC(=O)C1=C(C=CC=C1)NC(=O)[C@@H]1CC[C@H](CC1)CNC(=N)N (N-(o-ethoxycarbonylphenyl)-trans-4-guanidinomethylcyclohexanecarboxamide hydrochloride), C(C)(=O)[O-] (acetate). The solvent is O.CO (water methanol). Run at time 8 hour. Product: C(C)(=O)O.C(C)OC(=O)C1=C(C=CC=C1)NC(=O)[C@@H]1CC[C@H](CC1)CNC(=N)N (N-(o-ethoxycarbonylphenyl)-trans-4-guanidinomethylcyclohexanecarboxamide acetate). Isolated yield 147.6%. As a reaction SMILES: Cl.[CH2:2]([O:4][C:5]([C:7]1[CH:12]=[CH:11][CH:10]=[CH:9][C:8]=1[NH:13][C:14]([C@H:16]1[CH2:21][CH2:20][C@H:19]([CH2:22][NH:23][C:24]([NH2:26])=[NH:25])[CH2:18][CH2:17]1)=[O:15])=[O:6])[CH3:3].C([O-])(=O)C>O.CO>[C:5]([OH:6])(=[O:4])[CH3:7].[CH2:2]([O:4][C:5]([C:7]1[CH:12]=[CH:11][CH:10]=[CH:9][C:8]=1[NH:13][C:14]([C@H:16]1[CH2:21][CH2:20][C@H:19]([CH2:22][NH:23][C:24]([NH2:26])=[NH:25])[CH2:18][CH2:17]1)=[O:15])=[O:6])[CH3:3] |f:0.1,3.4,5.6|. Procedure details: N-(o-Ethoxycarbonylphenyl)-trans-4-guanidinomethylcyclohexanecarboxamide hydrochloride (370 mg, 0.001 mole) prepared in Example 1 is dissolved in a mixture of water-methanol (1:1) and thereto is added ion exchange resin (Amberlite®IRA-400, manufactured by Rohm & Haas, which is previously converted into acetate type) (15 ml), and the mixture is stirred at room temperature overnight. After filtering off the resin, the filtrate is concentrated and recrystallized from water to give the title compoun... The reactants are O (Water), CI (Methyl iodide), C(C)(=O)C=1C(=C(C(N(N1)C1=CC=C(C=C1)F)=O)SC1=CC=C(C=C1)N)C (6-acetyl-4-(4-aminophenylthio)-2-(4-fluorophenyl)-5-methyl-3(2H)-pyridazinone), N1=C(C=CC=C1C)C (2,6-lutidine), CN(C=O)C (N,N-dimethylformamide). Reaction conditions: time 12 hour. The product is C(C)(=O)C=1C(=C(C(N(N1)C1=CC=C(C=C1)F)=O)SC1=CC=C(C=C1)N(C)C)C (6-acetyl-4-(4-dimethylaminophenylthio)-2-(4-fluorophenyl)-5-methyl-3(2H)-pyridazinone). Reaction SMILES: CI.[C:3]([C:6]1[C:7]([CH3:28])=[C:8]([S:20][C:21]2[CH:26]=[CH:25]C(N)=[CH:23][CH:22]=2)[C:9](=[O:19])[N:10]([C:12]2[CH:17]=[CH:16][C:15]([F:18])=[CH:14][CH:13]=2)[N:11]=1)(=[O:5])[CH3:4].N1C(C)=CC=CC=1C.O.[CH3:38][N:39]([CH3:42])[CH:40]=O>>[C:3]([C:6]1[C:7]([CH3:28])=[C:8]([S:20][C:21]2[CH:22]=[CH:23][C:40]([N:39]([CH3:42])[CH3:38])=[CH:25][CH:26]=2)[C:9](=[O:19])[N:10]([C:12]2[CH:17]=[CH:16][C:15]([F:18])=[CH:14][CH:13]=2)[N:11]=1)(=[O:5])[CH3:4]. Reported procedure: Methyl iodide (0.9 ml) was added to a solution of 6-acetyl-4-(4-aminophenylthio)-2-(4-fluorophenyl)-5-methyl-3(2H)-pyridazinone (370 mg) and 2,6-lutidine (1 ml) in N,N-dimethylformamide (5 ml) at 5° C., followed by stirring at room temperature for 12 hours. Water was added to the reaction mixture and the mixture was extracted with ethyl acetate. After washing with water and a brine, the organic layer was dried over anhydrous magnesium sulfate. The solvent was removed by evaporation, and the resu... Reactants: ClC1=NC=C(C(=N1)Cl)C(C)NC1=C(C=C(C=C1)OC)F ((±)-[1-(2,4-dichloro-pyrimidin-5-yl)-ethyl]-(2-fluoro-4-methoxy-phenyl)-amine), C(#N)C=1C=C(C=CC1)N=C=O (3-cyanophenyl isocyanate). Solvent: C1(=CC=CC=C1)C (toluene). The product is ClC1=NC=C(C=N1)C(C)N(C(=O)NC1=CC(=CC=C1)C#N)C1=C(C=C(C=C1)OC)F ((±)-1-[1-(2-chloro-pyrimidin-5-yl)-ethyl]-3-(3-cyano-pheny)-1-(2-fluoro-4-methoxy-phenyl)-urea). RXN SMILES: [Cl:1][C:2]1[N:7]=[C:6](Cl)[C:5]([CH:9]([NH:11][C:12]2[CH:17]=[CH:16][C:15]([O:18][CH3:19])=[CH:14][C:13]=2[F:20])[CH3:10])=[CH:4][N:3]=1.[C:21]([C:23]1[CH:24]=[C:25]([N:29]=[C:30]=[O:31])[CH:26]=[CH:27][CH:28]=1)#[N:22]>C1(C)C=CC=CC=1>[Cl:1][C:2]1[N:7]=[CH:6][C:5]([CH:9]([N:11]([C:12]2[CH:17]=[CH:16][C:15]([O:18][CH3:19])=[CH:14][C:13]=2[F:20])[C:30]([NH:29][C:25]2[CH:26]=[CH:27][CH:28]=[C:23]([C:21]#[N:22])[CH:24]=2)=[O:31])[CH3:10])=[CH:4][N:3]=1. Procedure details: (±)-[1-(2,4-Dichloro-pyrimidin-5-yl)-ethyl]-(2-fluoro-4-methoxy-phenyl)-amine (1.15 g; 3.63 mmol) (from Example 8b supra) was combined with 3-cyanophenyl isocyanate (0.55 g; 3.81 mmol) (Aldrich) in toluene (10 mL) and heated in an oil bath at 110–115° C. for 2 hours and then up to 128° C. over the next 3 hours. Upon cooling to room temperature, the reaction was concentrated and triturated with hexanes. The crude material was purified by flash chromatography (Biotage, 40M; 50:50 ethyl acetate-hex... Starting materials: CC1Cc2ccc(OCCCC=O)nc2NC1=O, CO, Clc1cccc(N2CCNCC2)c1Cl. The product is CC1Cc2ccc(OCCCCN3CCN(c4cccc(Cl)c4Cl)CC3)nc2NC1=O. As a reaction SMILES: [CH3:1][CH:2]1[CH2:3][c:4]2[cH:5][cH:6][c:7]([O:13][CH2:14][CH2:15][CH2:16][CH:17]=[O:18])[n:8][c:9]2[NH:10][C:11]1=[O:12].[CH3:33][OH:34].[Cl:19][c:20]1[c:21]([N:27]2[CH2:28][CH2:29][NH:30][CH2:31][CH2:32]2)[cH:22][cH:23][cH:24][c:25]1[Cl:26]>>[CH3:1][CH:2]1[CH2:3][c:4]2[cH:5][cH:6][c:7]([O:13][CH2:14][CH2:15][CH2:16][CH2:17][N:30]3[CH2:29][CH2:28][N:27]([c:21]4[c:20]([Cl:19])[c:25]([Cl:26])[cH:24][cH:23][cH:22]4)[CH2:32][CH2:31]3)[n:8][c:9]2[NH:10][C:11]1=[O:12]. Reactants: O=C([O-])[O-], CC#N, [K+], [K+], COc1cc(C=O)ccc1O, O, CCOS(=O)(=O)OCC. Product: CCOc1ccc(C=O)cc1OC. As a reaction SMILES: [C:12](=[O:13])([O-:14])[O-:15].[CH3:28][C:29]#[N:30].[K+:16].[K+:17].[O:1]=[CH:2][c:3]1[cH:4][c:5]([O:6][CH3:7])[c:8]([OH:9])[cH:10][cH:11]1.[OH2:27].[S:18]([O:19][CH2:20][CH3:21])([O:24][CH2:22][CH3:23])(=[O:25])=[O:26]>>[O:1]=[CH:2][c:3]1[cH:4][c:5]([O:6][CH3:7])[c:8]([O:9][CH2:22][CH3:23])[cH:10][cH:11]1.